From a dataset of the Open Reaction Database (ORD), a public repository of structured organic reaction records. describe an organic reaction: reactants, conditions, products, and yield The reactants are CC[SiH](CC)CC, CC#N, CC(C)C=O, O=C(O)C(F)(F)F, Nc1c(-c2nc(-c3ccc(CN4CC(C(=O)O)C4)cc3)no2)cnn1-c1ccccc1. The product is O=C(O)C(F)(F)F, CC(C)CNc1c(-c2nc(-c3ccc(CN4CC(C(=O)O)C4)cc3)no2)cnn1-c1ccccc1. As a reaction SMILES: [CH2:44]([SiH:45]([CH2:46][CH3:47])[CH2:48][CH3:49])[CH3:50].[CH3:51][C:52]#[N:53].[CH:32]([CH:33]([CH3:34])[CH3:35])=[O:36].[F:37][C:38]([C:39](=[O:40])[OH:41])([F:42])[F:43].[NH2:1][c:2]1[c:3](-[c:13]2[n:14][c:15](-[c:18]3[cH:19][cH:20][c:21]([CH2:22][N:23]4[CH2:24][CH:25]([C:27](=[O:28])[OH:29])[CH2:26]4)[cH:30][cH:31]3)[n:16][o:17]2)[cH:4][n:5][n:6]1-[c:7]1[cH:8][cH:9][cH:10][cH:11][cH:12]1>>[F:37][C:38]([C:39](=[O:40])[OH:41])([F:42])[F:43].[NH:1]([c:2]1[c:3](-[c:13]2[n:14][c:15](-[c:18]3[cH:19][cH:20][c:21]([CH2:22][N:23]4[CH2:24][CH:25]([C:27](=[O:28])[OH:29])[CH2:26]4)[cH:30][cH:31]3)[n:16][o:17]2)[cH:4][n:5][n:6]1-[c:7]1[cH:8][cH:9][cH:10][cH:11][cH:12]1)[CH2:32][CH:33]([CH3:34])[CH3:35]. The reactants are FC1=C(C=CC(=C1)N1C(O[C@H](C1)CN=[N+]=[N-])=O)N1CC2C(C1)CC1(OCCO1)C2 (2-[2-fluoro-4-[(5R)-5-(azidomethyl)-2-oxo-3-oxazolidinyl]phenyl]-hexahydro-1H-spiro[cyclopenta[c]pyrrol-5,2′-[1,3]dioxolane]), N1=CC=CC=C1 (pyridine), C(C)(=O)OC(C)=O (acetic anhydride). The reagents and catalysts are [Pd] (palladium). The solvent is C(C)(=O)OCC (ethyl acetate). Conditions: time 5 hour. The product is C(C)(=O)NC[C@H]1CN(C(O1)=O)C1=CC(=C(C=C1)N1CC2C(C1)CC1(OCCO1)C2)F (2-[4-[(5S)-5-[(acetylamino)methyl]-2-oxo-3-oxazolidinyl]-2-fluoro phenyl]-hexahydro-1H-spiro[cyclopenta[c]pyrrol-5,2′-[1,3]dioxolane]). Yield: 51.0%. Reaction SMILES: [F:1][C:2]1[CH:7]=[C:6]([N:8]2[CH2:12][C@H:11]([CH2:13][N:14]=[N+]=[N-])[O:10][C:9]2=[O:17])[CH:5]=[CH:4][C:3]=1[N:18]1[CH2:22][CH:21]2[CH2:23][C:24]3([CH2:29][CH:20]2[CH2:19]1)[O:28][CH2:27][CH2:26][O:25]3.N1C=CC=CC=1.[C:36](OC(=O)C)(=[O:38])[CH3:37]>C(OCC)(=O)C.[Pd]>[C:36]([NH:14][CH2:13][C@@H:11]1[O:10][C:9](=[O:17])[N:8]([C:6]2[CH:5]=[CH:4][C:3]([N:18]3[CH2:22][CH:21]4[CH2:23][C:24]5([CH2:29][CH:20]4[CH2:19]3)[O:28][CH2:27][CH2:26][O:25]5)=[C:2]([F:1])[CH:7]=2)[CH2:12]1)(=[O:38])[CH3:37]. Procedure details: 10 g (24.8 mmol) of 2-[2-fluoro-4-[(5R)-5-(azidomethyl)-2-oxo-3-oxazolidinyl]phenyl]-hexahydro-1H-spiro[cyclopenta[c]pyrrol-5,2′-[1,3]dioxolane] prepared in the step 9 was dissolved in 100 ml of ethyl acetate, and 1 g of 10% palladium/active carbon, 4.01 ml (45.6 mmol) of pyridine and 3.5 ml (37.2 mmol) of acetic anhydride were added, and then, the mixture was stirred for 5 hours under hydrogen gas balloon. After the reaction was completed, the reaction mixture was filtered to remove solid and c... The reactants are N1=CC(=CC=C1)NCCN (N-(3-pyridyl)ethylenediamine), C(C=CC1=CC=CC=C1)Cl (cinnamyl chloride). Yields the product C(\C=C\C1=CC=CC=C1)NCCNC=1C=NC=CC1 ((E)-N-cinnamyl-N'-(3-pyridyl)ethylenediamine). Isolated yield 39.0%. As a reaction SMILES: [N:1]1[CH:6]=[CH:5][CH:4]=[C:3]([NH:7][CH2:8][CH2:9][NH2:10])[CH:2]=1.[CH2:11](Cl)[CH:12]=[CH:13][C:14]1[CH:19]=[CH:18][CH:17]=[CH:16][CH:15]=1>>[CH2:11]([NH:10][CH2:9][CH2:8][NH:7][C:3]1[CH:2]=[N:1][CH:6]=[CH:5][CH:4]=1)/[CH:12]=[CH:13]/[C:14]1[CH:19]=[CH:18][CH:17]=[CH:16][CH:15]=1. Reported procedure: By treating 10 g of N-(3-pyridyl)ethylenediamine and 4.5 g of cinnamyl chloride (trans-form) in the same manner as in Example 106-(1), 2.91 g of (E)-N-cinnamyl-N'-(3-pyridyl)ethylenediamine was obtained as an oily substance. Reactants: [H-].[Na+] (NaH), C(C)(C)(C)OC([C@@H](CCC(C(=O)OC(C)(C)C)NC(=O)OC(C)(C)C)C(=O)OCC1=CC=CC=C1)=O ((2S)-2-Benzyloxycarbonyl-5-tert.-butoxycarbonylamino-hexane dioic acid di-tert.-butyl ester), C(C1=CC=CC=C1)Br (benzyl bromide). Run in CN(C=O)C (dimethylformamide). Conditions: time 30 minute. Product: C(C)(C)(C)OC([C@H](CCC(CC1=CC=C(C=C1)OCC1=CC=CC=C1)(C(=O)OC(C)(C)C)C(=O)OCC1=CC=CC=C1)NC(=O)OC(C)(C)C)=O ((2S,5SR)-5-Benzyloxycarbonyl-6-(4-benzyloxy-phenyl)-5-tert.-butoxycarbonyl-2-tert.-butoxycarbonylamino-hexanoic acid tert.-butyl ester). The yield is 157.2%. RXN SMILES: [C:1]([O:5][C:6](=[O:36])[C@H:7]([C:26]([O:28][CH2:29][C:30]1[CH:35]=[CH:34][CH:33]=[CH:32][CH:31]=1)=[O:27])[CH2:8][CH2:9][CH:10]([NH:18][C:19]([O:21][C:22]([CH3:25])([CH3:24])[CH3:23])=[O:20])[C:11]([O:13][C:14]([CH3:17])([CH3:16])[CH3:15])=[O:12])([CH3:4])([CH3:3])[CH3:2].[H-].[Na+].[CH2:39](Br)[C:40]1[CH:45]=[CH:44][CH:43]=[CH:42][CH:41]=1>CN(C)C=O>[C:14]([O:13][C:11](=[O:12])[C@@H:10]([NH:18][C:19]([O:21][C:22]([CH3:23])([CH3:24])[CH3:25])=[O:20])[CH2:9][CH2:8][C:7]([C:26]([O:28][CH2:29][C:30]1[CH:31]=[CH:32][CH:33]=[CH:34][CH:35]=1)=[O:27])([C:6]([O:5][C:1]([CH3:2])([CH3:3])[CH3:4])=[O:36])[CH2:39][C:40]1[CH:45]=[CH:44][C:43]([O:28][CH2:29][C:30]2[CH:35]=[CH:34][CH:33]=[CH:32][CH:31]=2)=[CH:42][CH:41]=1)([CH3:17])([CH3:16])[CH3:15] |f:1.2|. Procedure: 1.00 g (1.97 mmol) (2S)-2-Benzyloxycarbonyl-5-tert.-butoxycarbonylamino-hexane dioic acid di-tert.-butyl ester were dissolved in 25 mL dimethylformamide, 87 mg (2.2 mmol) NaH (60% in mineral oil) added and stirred at room temperature for 30 min. 601 mg (2.17 mmol) 4-benzloxy benzyl bromide 1 mL dimethylformamide were added and the reaction stirred for 1 h at 60° C. The solvent was removed i. vac. And the residue partitioned between ethyl acetate and brine. The organic phase was adsorbed on Isolu... Reactants: CC[O-], CCO, Fc1ccc(-c2cccn3nc(NC4CCN(c5ccnc(Cl)c5)CC4)nc23)cc1F, [Na+]. The product is CCOc1cc(N2CCC(Nc3nc4c(-c5ccc(F)c(F)c5)cccn4n3)CC2)ccn1. Reaction SMILES: [CH3:33][CH2:34][O-:35].[CH3:36][CH2:37][OH:38].[Cl:1][c:2]1[n:3][cH:4][cH:5][c:6]([N:8]2[CH2:9][CH2:10][CH:11]([NH:14][c:15]3[n:16][n:17]4[c:18]([c:19](-[c:23]5[cH:24][c:25]([F:30])[c:26]([F:29])[cH:27][cH:28]5)[cH:20][cH:21][cH:22]4)[n:31]3)[CH2:12][CH2:13]2)[cH:7]1.[Na+:32]>>[c:2]1([O:35][CH2:34][CH3:33])[n:3][cH:4][cH:5][c:6]([N:8]2[CH2:9][CH2:10][CH:11]([NH:14][c:15]3[n:16][n:17]4[c:18]([c:19](-[c:23]5[cH:24][c:25]([F:30])[c:26]([F:29])[cH:27][cH:28]5)[cH:20][cH:21][cH:22]4)[n:31]3)[CH2:12][CH2:13]2)[cH:7]1. The reactants are ClC=1C=C(C(=NC1)OC1=CC=C(C=C1)F)C(=O)N[C@@H](C)C1=CC=C(C(=O)O)C=C1 (4-[(1S)-1-({[5-Chloro-2-(4-fluorophenoxy)pyridin-3-yl]carbonyl}amino)ethyl]benzoic acid), ClC1=CC=C(C=C1)S(=O)(=O)N (4-chlorobenzenesulfonamide). Yields the product ClC=1C=NC(=C(C(=O)N[C@@H](C)C2=CC=C(C=C2)C(=O)NS(=O)(=O)C2=CC=C(C=C2)Cl)C1)OC1=CC=C(C=C1)F (5-CHLORO-N-{(1S)-1-[4-({[(4-CHLOROPHENYL)SULFONYL]AMINO}CARBONYL)PHENYL]ETHYL}-2-(4-FLUOROPHENOXY)NICOTINAMIDE). As a reaction SMILES: [Cl:1][C:2]1[CH:3]=[C:4]([C:16]([NH:18][C@H:19]([C:21]2[CH:29]=[CH:28][C:24]([C:25]([OH:27])=O)=[CH:23][CH:22]=2)[CH3:20])=[O:17])[C:5]([O:8][C:9]2[CH:14]=[CH:13][C:12]([F:15])=[CH:11][CH:10]=2)=[N:6][CH:7]=1.[Cl:30][C:31]1[CH:36]=[CH:35][C:34]([S:37]([NH2:40])(=[O:39])=[O:38])=[CH:33][CH:32]=1>>[Cl:1][C:2]1[CH:7]=[N:6][C:5]([O:8][C:9]2[CH:10]=[CH:11][C:12]([F:15])=[CH:13][CH:14]=2)=[C:4]([CH:3]=1)[C:16]([NH:18][C@H:19]([C:21]1[CH:29]=[CH:28][C:24]([C:25]([NH:40][S:37]([C:34]2[CH:33]=[CH:32][C:31]([Cl:30])=[CH:36][CH:35]=2)(=[O:39])=[O:38])=[O:27])=[CH:23][CH:22]=1)[CH3:20])=[O:17]. Procedure details: The title compound was prepared according to the procedure described in step 1 of Example 103 from 4-[(1S)-1-({[5-chloro-2-(4-fluorophenoxy)pyridin-3-yl]carbonyl}amino)ethyl]benzoic acid (step 5 of Example 44) and 4-chlorobenzenesulfonamide: 1H-NMR (CDCl3) δ 8.51 (1H, d, J=2.6 Hz), 8.13 (1H, d, J=2.6 Hz), 8.16–8.03 (1H, m), 8.08 (2H, d, J=8.7 Hz), 7.75 (2H, d, J=8.2 Hz), 7.52 (2H, d, J=8.7 Hz), 7.43 (2H, d, J=8.2 Hz), 7.21–7.08 (4H, m), 5.39–5.24 (1H, m), 1.57 (3H, d, J=7.4 Hz); MS (ESI) m/z 588... The reactants are CC=1OC(=CC(C1C1=CC=NC=C1)=O)C (2,6-dimethyl-3-(4-pyridyl)-4H-pyran-4-one), N (ammonia). Product: CC=1NC(=CC(C1C1=CC=NC=C1)=O)C (1,4-dihydro-2,6-dimethyl-4-oxo-3-(4-pyridyl)pyridine). As a reaction SMILES: [CH3:1][C:2]1O[C:4]([CH3:15])=[CH:5][C:6](=[O:14])[C:7]=1[C:8]1[CH:13]=[CH:12][N:11]=[CH:10][CH:9]=1.[NH3:16]>>[CH3:1][C:2]1[NH:16][C:4]([CH3:15])=[CH:5][C:6](=[O:14])[C:7]=1[C:8]1[CH:13]=[CH:12][N:11]=[CH:10][CH:9]=1. Procedure: A solution of compound C (8.4 g) in saturated ethanolic ammonia (700 ml) was heated at 120° C. in an autoclave for 67 hours. The solvent was removed by evaporation and the residue recrystallised from ethyl acetate/methanol to give 1,4-dihydro-2,6-dimethyl-4-oxo-3-(4-pyridyl)pyridine (B) (5.1 g) as a brown solid; NMR (d6 -DMSO): 2.1(s,3H), 2.2(s,3H), 6.0(s,1H), 7.2(d,2H), 8.5(broad s,2H), 11.2(broad s,1H); mass spectrum (chemical ionisation, ammonia): 201 (M+H)+. Reactants: C1(CCCCC1)N(C(CC1=C(N(C2=CC=C(C=C12)OC)C(C1=CC=C(C=C1)Cl)=O)C)=O)C=1SC=CN1 (N-Cyclohexyl-N-thiazol-2-yl-1-(4-chlorobenzoyl)-5-methoxy-2-methylindole-3-acetamide). Solvent: ClCCl (dichloromethane), CO (methanol), [OH-].[Na+] (NaOH). The product is C1(CCCCC1)N(C(CC1=C(NC2=CC=C(C=C12)OC)C)=O)C=1SC=CN1 (N-Cyclohexyl-N-thiazol-2-yl-5-methoxy-2-methylindole-3-acetamide). RXN SMILES: [CH:1]1([N:7]([C:32]2[S:33][CH:34]=[CH:35][N:36]=2)[C:8](=[O:31])[CH2:9][C:10]2[C:18]3[C:13](=[CH:14][CH:15]=[C:16]([O:19][CH3:20])[CH:17]=3)[N:12](C(=O)C3C=CC(Cl)=CC=3)[C:11]=2[CH3:30])[CH2:6][CH2:5][CH2:4][CH2:3][CH2:2]1>ClCCl.CO.[OH-].[Na+]>[CH:1]1([N:7]([C:32]2[S:33][CH:34]=[CH:35][N:36]=2)[C:8](=[O:31])[CH2:9][C:10]2[C:18]3[C:13](=[CH:14][CH:15]=[C:16]([O:19][CH3:20])[CH:17]=3)[NH:12][C:11]=2[CH3:30])[CH2:2][CH2:3][CH2:4][CH2:5][CH2:6]1 |f:3.4|. Procedure: A solution of 2.42 g (0.0045 mol) of N-Cyclohexyl-N-thiazol-2-yl-1-(4-chlorobenzoyl)-5-methoxy-2-methylindole-3-acetamide in 2.4 mL of dichloromethane, 48 mL of methanol and 24 mL of 1N aqueous NaOH solution was stirred at rt for 90 min. During this time, the title compound formed as a precipitate. It was filtered, washed with water and dried. The reactants are COC(=O)C1=NNC(=C(C1C1=CC(=CC=C1)[N+](=O)[O-])C(=O)OC(C)C)C (1,4-dihydro-6-methyl-4-(3-nitrophenyl)-pyridazine-3,5-dicarboxylic acid 5-isopropyl 3-methyl ester), [OH-].[K+] (KOH). The product is C(C)(C)OC(=O)C=1C(C(=NNC1C)C(=O)O)C1=CC(=CC=C1)[N+](=O)[O-] (1,4-dihydro-6-methyl-4-(3-nitrophenyl)-pyridazine-3,5-dicarboxylic acid 5-isopropyl ester). Reaction SMILES: C[O:2][C:3]([C:5]1[CH:10]([C:11]2[CH:16]=[CH:15][CH:14]=[C:13]([N+:17]([O-:19])=[O:18])[CH:12]=2)[C:9]([C:20]([O:22][CH:23]([CH3:25])[CH3:24])=[O:21])=[C:8]([CH3:26])[NH:7][N:6]=1)=[O:4].[OH-].[K+]>>[CH:23]([O:22][C:20]([C:9]1[CH:10]([C:11]2[CH:16]=[CH:15][CH:14]=[C:13]([N+:17]([O-:19])=[O:18])[CH:12]=2)[C:5]([C:3]([OH:4])=[O:2])=[N:6][NH:7][C:8]=1[CH3:26])=[O:21])([CH3:25])[CH3:24] |f:1.2|. Reported procedure: 0.1 mol of 1,4-dihydro-6-methyl-4-(3-nitrophenyl)-pyridazine-3,5-dicarboxylic acid 5-isopropyl 3-methyl ester is saponified with 0.105 mol of KOH analogously to Example 28 to give 1,4-dihydro-6-methyl-4-(3-nitrophenyl)-pyridazine-3,5-dicarboxylic acid 5-isopropyl ester. Melting point 195° C. (ethanol)